Dataset: the Open Reaction Database (ORD), a public repository of structured organic reaction records. Task: describe an organic reaction: reactants, conditions, products, and yield Solvent: CCOC(=O)C (EtOAc). Starting materials: N1=CC=CC=C1 (pyridine), BrC1=CC=2N(C=C1)C(=CN2)C(=O)O (7-bromoimidazo[1,2-a]pyridine-3-carboxylic acid), S(=O)(Cl)Cl (thionyl chloride), NC=1C=C(C(=O)OC)C=CC1F (Methyl 3-amino-4-fluorobenzoate). Yields the product BrC1=CC=2N(C=C1)C(=CN2)C(=O)NC=2C=C(C(=O)OC)C=CC2F (Methyl 3-(7-bromoimidazo[1,2-a]pyridine-3-carboxamido)-4-fluorobenzoate). As a reaction SMILES: [Br:1][C:2]1[CH:7]=[CH:6][N:5]2[C:8]([C:11]([OH:13])=O)=[CH:9][N:10]=[C:4]2[CH:3]=1.S(Cl)(Cl)=O.[NH2:18][C:19]1[CH:20]=[C:21]([CH:26]=[CH:27][C:28]=1[F:29])[C:22]([O:24][CH3:25])=[O:23].N1C=CC=CC=1>CCOC(C)=O>[Br:1][C:2]1[CH:7]=[CH:6][N:5]2[C:8]([C:11]([NH:18][C:19]3[CH:20]=[C:21]([CH:26]=[CH:27][C:28]=3[F:29])[C:22]([O:24][CH3:25])=[O:23])=[O:13])=[CH:9][N:10]=[C:4]2[CH:3]=1. Procedure details: A mixture comprising 7-bromoimidazo[1,2-a]pyridine-3-carboxylic acid (step 3) (1.8 g, approximately 7.47 mmol) and thionyl chloride (10 ml, 137 mmol) under N2 was heated at reflux for 1.5 hrs. The reaction mixture was concentrated in vacuo and azeotroped with toluene. Methyl 3-amino-4-fluorobenzoate (1.263 g, 7.47 mmol) (pre-dried at 45° C.) was added followed by pyridine and the mixture was stirred at room temperature under N2 overnight. The reaction mixture was diluted with EtOAc and washed wi... Conditions: time 8 hour. Starting materials: ClC1=CC=C(C=C1)C1=CC(=C(S1)C)C1C(CCC1=O)=O (2-[5-(4-Chloro-phenyl)-2-methyl-thiophen-3-yl]-cyclopentane-1,3-dione), C([O-])([O-])=O.[K+].[K+] (potassium carbonate), IC (iodomethane). Run in CC(=O)C (acetone). Reaction conditions: temperature 40 celsius. Product: ClC1=CC=C(C=C1)C1=CC(=C(S1)C)C=1C(CCC1OC)=O (2-[5-(4-Chloro-phenyl)-2-methyl-thiophen-3-yl]-3-methoxy-cyclopent-2-enone). The yield is 35.4%. Reaction SMILES: [Cl:1][C:2]1[CH:7]=[CH:6][C:5]([C:8]2[S:12][C:11]([CH3:13])=[C:10]([CH:14]3[C:18](=[O:19])[CH2:17][CH2:16][C:15]3=[O:20])[CH:9]=2)=[CH:4][CH:3]=1.[C:21](=O)([O-])[O-].[K+].[K+].IC>CC(C)=O>[Cl:1][C:2]1[CH:7]=[CH:6][C:5]([C:8]2[S:12][C:11]([CH3:13])=[C:10]([C:14]3[C:15](=[O:20])[CH2:16][CH2:17][C:18]=3[O:19][CH3:21])[CH:9]=2)=[CH:4][CH:3]=1 |f:1.2.3|. Procedure details: To a solution of 2-[5-(4-Chloro-phenyl)-2-methyl-thiophen-3-yl]-cyclopentane-1,3-dione (2.21 g, 7.25 mmol) in acetone (50 ml) was added potassium carbonate (1514 g, 10.87 mmol) followed by iodomethane (670 μl, 10.87 mmol) and the reaction heated to 40° C. for 6 hours. The solvent was then removed from the crude reaction mixture under reduced pressure and the residue partitioned between water (100 ml) and ethyl acetate (100 ml). The organic layer was separated, dry loaded onto silica and purified... Reagents/catalysts: [Br-].C[P+](C1=CC=CC=C1)(C1=CC=CC=C1)C1=CC=CC=C1 (methyltriphenylphosphonium bromide). The product is BrC1=CC(=C(C=C1)F)C(=C)C (4-bromo-1-fluoro-2-isopropenyl-benzene). RXN SMILES: [CH3:1]C([O-])(C)C.[K+].[Br:7][C:8]1[CH:9]=[CH:10][C:11]([F:17])=[C:12]([C:14](=O)[CH3:15])[CH:13]=1.C(OCC)(=O)C>[Br-].C[P+](C1C=CC=CC=1)(C1C=CC=CC=1)C1C=CC=CC=1.O1CCCC1>[Br:7][C:8]1[CH:9]=[CH:10][C:11]([F:17])=[C:12]([C:14]([CH3:1])=[CH2:15])[CH:13]=1 |f:0.1,4.5|. The reactants are BrC=1C=CC(=C(C1)C(C)=O)F (1-(5-bromo-2-fluoro-phenyl)-ethanone), CC(C)(C)[O-].[K+] (potassium tert-butylate), C(C)(=O)OCC (ethyl acetate). Solvent: O1CCCC1 (tetrahydrofuran), O1CCCC1 (tetrahydrofuran). Run at time 30 minute. Procedure: A suspension of methyltriphenylphosphonium bromide (58.92 g, 162 mmol) in tetrahydrofuran (400 ml) was treated at room temperature with potassium tert-butylate (18.51 g, 162 mmol), and the mixture was stirred for 30 minutes. While cooling with ice, a solution of 1-(5-bromo-2-fluoro-phenyl)-ethanone [CAS No. 198477-83-3] (29.23 g, 135 mmol) in tetrahydrofuran (50 ml) was added. Thereafter, the mixture was warmed to room temperature and stirred for 1.5 hours. For the workup, the mixture was treate... The reactants are [Al+3], C1CCOC1, N#CCc1ccc(OCc2ccccc2)cc1, [H-], [H-], [H-], [H-], [Li+], [Na+], [Na+], O=S(=O)([O-])[O-]. Product: NCCc1ccc(OCc2ccccc2)cc1. Reaction SMILES: [Al+3:2].[CH2:31]1[O:32][CH2:33][CH2:34][CH2:35]1.[CH2:7]([c:8]1[cH:9][cH:10][cH:11][cH:12][cH:13]1)[O:14][c:15]1[cH:16][cH:17][c:18]([CH2:21][C:22]#[N:23])[cH:19][cH:20]1.[H-:1].[H-:4].[H-:5].[H-:6].[Li+:3].[Na+:24].[Na+:25].[O-:26][S:27](=[O:28])(=[O:29])[O-:30]>>[CH2:7]([c:8]1[cH:9][cH:10][cH:11][cH:12][cH:13]1)[O:14][c:15]1[cH:16][cH:17][c:18]([CH2:21][CH2:22][NH2:23])[cH:19][cH:20]1. Starting materials: COC(=O)C=1OC=C(C1)C#N (4-cyano-furan-2-carboxylic acid methyl ester), [N+](=O)(O)[O-].NC(=N)N (guanidine nitrate), CI (methyl iodide), [H-].[Na+] (sodium hydride), [H-].[Na+] (sodium hydride), C(=S)=S (carbon disulphide). The solvent is C(C)N(CC)CC (triethylamine), CS(=O)C (DMSO), C(C)#N (acetonitrile), CN(C)C=O (DMF), C1CCOC1 (THF). The product is NC1=NC(=C(C(=N1)C=1OC=C(C1)C#N)C#N)SC (2-Amino-4-(4-cyano-furan-2-yl)-6-methylsulfanyl-pyrimidine-5-carbonitrile). Reaction SMILES: CO[C:3]([C:5]1[O:6][CH:7]=[C:8]([C:10]#[N:11])[CH:9]=1)=O.[H-].[Na+].CI.[N+]([O-])(O)=O.[NH2:20][C:21]([NH2:23])=[NH:22].[C:24](=[S:26])=S>C1COCC1.CS(C)=O.CN(C=O)C.C(N(CC)CC)C.C(#N)C>[NH2:22][C:21]1[N:23]=[C:3]([C:5]2[O:6][CH:7]=[C:8]([C:10]#[N:11])[CH:9]=2)[C:8]([C:10]#[N:11])=[C:7]([S:26][CH3:24])[N:20]=1 |f:1.2,4.5|. Procedure details: From 4-cyano-furan-2-carboxylic acid methyl ester with sodium hydride and acetonitrile in THF. Then treatment with sodium hydride, carbon disulphide and methyl iodide in DMSO. Then treatment with guanidine nitrate and triethylamine in DMF. EI-MS m/e (%): 257 (M+, 35), 256 ([M—H]+, 100). Reactants: OC1=CC\2=C(OCC3=C(/C2=C/CCN(C)C)C=CC=C3)C=C1 ((Z)-2-Hydroxy-11-(3-dimethylaminopropylidene)-6,11-dihydrodibenzo[b,e]oxepin). Solvent: Cl (hydrochloric acid), CO (methanol). Reaction conditions: temperature 140 celsius. The product is OC1=CC/2=C(OCC3=C(\C2=C/CCN(C)C)C=CC=C3)C=C1 ((E)-2-Hydroxy-11-(3-dimethylaminopropylidene)-6,11-dihydrodibenzo[b,e]oxepin). As a reaction SMILES: [OH:1][C:2]1[CH:22]=[CH:21][C:5]2[O:6][CH2:7][C:8]3[CH:20]=[CH:19][CH:18]=[CH:17][C:9]=3/[C:10](=[CH:11]/[CH2:12][CH2:13][N:14]([CH3:16])[CH3:15])/[C:4]=2[CH:3]=1>Cl.CO>[OH:1][C:2]1[CH:22]=[CH:21][C:5]2[O:6][CH2:7][C:8]3[CH:20]=[CH:19][CH:18]=[CH:17][C:9]=3/[C:10](=[CH:11]\[CH2:12][CH2:13][N:14]([CH3:16])[CH3:15])/[C:4]=2[CH:3]=1. Procedure details: A mixture of (Z)-2-Hydroxy-11-(3-dimethylaminopropylidene)-6,11-dihydrodibenzo[b,e]oxepin (2.5 mg, 8.5×10−6 mol) was dissolved in a mixture of hydrochloric acid (1 mL) and methanol (9 mL) and heated at 140° C. (oil bath) for 4 hr. The product was isolated by means of HPLC and evaporation of solvents. Starting materials: 220C, CC(C(=O)OCC)(C)OC1=CC=C(C=C1)CCNCC1=CC=C(C=C1)C(F)(F)F (ethyl 2-methyl-2-[4-(2-{[4-(trifluoromethyl)benzyl]amino}ethyl)phenoxy]propanoate), ClC1=NC=C(C=C1)[N+](=O)[O-] (2-chloro-5-nitro-pyridine), C(=O)([O-])[O-].[K+].[K+] (K2CO3). Run in O1CCOCC1 (dioxane). The product is CC(C(=O)OCC)(C)OC1=CC=C(C=C1)CCN(CC1=CC=C(C=C1)C(F)(F)F)C1=NC=C(C=C1)[N+](=O)[O-] (Ethyl 2-methyl-2-[4-(2-{(5-nitropyridin-2-yl)[4-(trifluoromethyl)benzyl]amino}ethyl)phenoxy]propanoate). Isolated yield 78.3%. As a reaction SMILES: [CH3:1][C:2]([O:9][C:10]1[CH:15]=[CH:14][C:13]([CH2:16][CH2:17][NH:18][CH2:19][C:20]2[CH:25]=[CH:24][C:23]([C:26]([F:29])([F:28])[F:27])=[CH:22][CH:21]=2)=[CH:12][CH:11]=1)([CH3:8])[C:3]([O:5][CH2:6][CH3:7])=[O:4].Cl[C:31]1[CH:36]=[CH:35][C:34]([N+:37]([O-:39])=[O:38])=[CH:33][N:32]=1.C([O-])([O-])=O.[K+].[K+]>O1CCOCC1>[CH3:8][C:2]([O:9][C:10]1[CH:15]=[CH:14][C:13]([CH2:16][CH2:17][N:18]([C:31]2[CH:36]=[CH:35][C:34]([N+:37]([O-:39])=[O:38])=[CH:33][N:32]=2)[CH2:19][C:20]2[CH:21]=[CH:22][C:23]([C:26]([F:27])([F:28])[F:29])=[CH:24][CH:25]=2)=[CH:12][CH:11]=1)([CH3:1])[C:3]([O:5][CH2:6][CH3:7])=[O:4] |f:2.3.4|. Reported procedure: A mixture of ethyl 2-methyl-2-[4-(2-{[4-(trifluoromethyl)benzyl]amino}ethyl)phenoxy]propanoate (250 mg; 0.61 mmol), 2-chloro-5-nitro-pyridine (116 mg; 0.73 mmol) and K2CO3 (126 mg; 0.92 mmol) in 2 ml of dioxane was heated at 220C in a pressure tube under nitrogen for 16 hr. Upon cooling, the mixture was partitioned between ethyl acetate and water. The aqueous phase was washed with ethyl acetate and the combined organic phases were washed with brine, dried over sodium sulfate and concentrated. Pu... Starting materials: N1=CC=CC=C1 (Pyridine), NC=1C=C(C(=O)OC)C=CC1 (methyl 3-aminobenzoate), ClC=1C=CC2=C(C(=C(S2)S(=O)(=O)Cl)C)C1 (5-chloro-3-methyl-benzothiophene-2-sulfonyl chloride). RXN SMILES: N1C=CC=CC=1.[NH2:7][C:8]1[CH:9]=[C:10]([CH:15]=[CH:16][CH:17]=1)[C:11]([O:13][CH3:14])=[O:12].[Cl:18][C:19]1[CH:20]=[CH:21][C:22]2[S:26][C:25]([S:27](Cl)(=[O:29])=[O:28])=[C:24]([CH3:31])[C:23]=2[CH:32]=1>CC#N>[Cl:18][C:19]1[CH:20]=[CH:21][C:22]2[S:26][C:25]([S:27]([NH:7][C:8]3[CH:9]=[C:10]([CH:15]=[CH:16][CH:17]=3)[C:11]([O:13][CH3:14])=[O:12])(=[O:29])=[O:28])=[C:24]([CH3:31])[C:23]=2[CH:32]=1. Solvent: CC#N (MeCN). Yields the product ClC=1C=CC2=C(C(=C(S2)S(=O)(=O)NC=2C=C(C(=O)OC)C=CC2)C)C1 (methyl 3-{[(5-chloro-3-methyl-1-benzothien-2-yl)sulfonyl]amino}benzoate). Isolated yield 88.0%. Reported procedure: Pyridine (200 μL, 2.48 mmol) was added to a solution of methyl 3-aminobenzoate (188 mg, 1.24 mmol) and 5-chloro-3-methyl-benzothiophene-2-sulfonyl chloride (349 mg, 1.24 mmol) in MeCN (10 mL). The reaction mixture was stirred at room temperature over night. After removal of the solvents, the residue was dissolved in EtOAc and water. The phases were separated, and the organic solution was washed with 1M HCl twice, water twice and brine then dried (MgSO4). The crude product, obtained after evapora... The reactants are C1(=CC=CC=C1)O (phenol), Cl.ClCC1=NC=CC=C1 (2-chloromethylpyridine hydrochloride), [OH-].[Na+] (sodium hydroxide). Solvent: C1(=CC=CC=C1)C (toluene). The product is O(C1=CC=CC=C1)CC1=NC=CC=C1 (2Phenoxymethylpyridine). The yield is 102.6%. Reaction SMILES: [C:1]1([OH:7])[CH:6]=[CH:5][CH:4]=[CH:3][CH:2]=1.Cl.Cl[CH2:10][C:11]1[CH:16]=[CH:15][CH:14]=[CH:13][N:12]=1.[OH-].[Na+]>C1(C)C=CC=CC=1>[O:7]([CH2:10][C:11]1[CH:16]=[CH:15][CH:14]=[CH:13][N:12]=1)[C:1]1[CH:6]=[CH:5][CH:4]=[CH:3][CH:2]=1 |f:1.2,3.4|. Reported procedure: To a mixture of phenol (5.25 g, 55.8 mmol) and 2-chloromethylpyridine hydrochloride (10 g, 61.0 mmol) in 80 mL of toluene was added sodium hydroxide (5.35 g, 134 mmol. The mixture was refluxed for 16 hours. The mixture was washed twice with 60 mL of water. The organic layer was then extracted three times with 25 mL of 6 N HCl. The aqueous layer was made basic with 250 mL of 10% NaOH and extracted three times with 150 mL of CH2Cl2. The organic layer was dried over Na2SO4, filtered and concentrate...